This data is from the Open Reaction Database (ORD), a public repository of structured organic reaction records. The task is: describe an organic reaction: reactants, conditions, products, and yield Yields the product N#Cc1ccn(CO)n1. Reactants: N#Cc1cc[nH]n1, CC(C)=O. As a reaction SMILES: [C:1](#[N:2])[c:3]1[n:4][nH:5][cH:6][cH:7]1.[CH3:8][C:9]([CH3:10])=[O:11]>>[C:1](#[N:2])[c:3]1[n:4][n:5]([CH2:9][OH:11])[cH:6][cH:7]1. The reactants are BrCCCNP(=O)(Cl)Cl (3-bromopropylphosphoramidic dichloride), N (ammonia), [NH4+].[Cl-] (NH4Cl). The solvent is C(Cl)Cl (CH2Cl2). The product is BrCCCNP(N)(N)=O (N-(3-Bromopropyl)Phosphoric Triamide). Reaction SMILES: [Br:1][CH2:2][CH2:3][CH2:4][NH:5][P:6](Cl)(Cl)=[O:7].[NH3:10].[NH4+:11].[Cl-]>C(Cl)Cl>[Br:1][CH2:2][CH2:3][CH2:4][NH:5][P:6](=[O:7])([NH2:11])[NH2:10] |f:2.3|. Reported procedure: The crude 3-bromopropylphosphoramidic dichloride was added to a solution of 10 g of ammonia in 125 mL CH2Cl2 at -30° C. The resulting mixture of product and NH4Cl weighed 19.4 g. Extraction with CH2Cl2 gave a material which slowly discolored over several days, mp. 60°-65° C. Starting materials: COC(=O)C1=CC=C2[C@H](CCSC2=C1)NC(=O)OC(C)(C)C ((S)-4-(tert-butoxycarbonylamino)thiochromane-7-carboxylic acid methyl ester), C([O-])([O-])=O.[K+].[K+] (potassium carbonate). The product is C(C)(C)(C)OC(=O)N[C@H]1CCSC2=CC(=CC=C12)C(=O)O ((S)-4-(tert-butoxycarbonylamino)thiochromane-7-carboxylic acid). Isolated yield 96.2%. As a reaction SMILES: C[O:2][C:3]([C:5]1[CH:14]=[C:13]2[C:8]([C@@H:9]([NH:15][C:16]([O:18][C:19]([CH3:22])([CH3:21])[CH3:20])=[O:17])[CH2:10][CH2:11][S:12]2)=[CH:7][CH:6]=1)=[O:4].C(=O)([O-])[O-].[K+].[K+]>>[C:19]([O:18][C:16]([NH:15][C@@H:9]1[C:8]2[C:13](=[CH:14][C:5]([C:3]([OH:4])=[O:2])=[CH:6][CH:7]=2)[S:12][CH2:11][CH2:10]1)=[O:17])([CH3:22])([CH3:20])[CH3:21] |f:1.2.3|. Reported procedure: By a similar reaction operation as in Starting Material Synthetic Example 6 using (S)-4-(tert-butoxycarbonylamino)thiochromane-7-carboxylic acid methyl ester (5.75 g) and potassium carbonate (4.91 g), the objective (S)-4-(tert-butoxycarbonylamino)thiochromane-7-carboxylic acid (5.29 g) was obtained as colorless crystals. Reactants: ClC=1C=C(C(=NC1C)N)SC (5-Chloro-6-methyl-3-methylsulfanyl-pyridin-2-ylamine), C([O-])(O)=O.[Na+] (sodium bicarbonate), OOS(=O)[O-].[K+] (oxone), S(=O)(O)[O-] (hydrogen sulfite). The solvent is CO (methanol), O (water). Reaction conditions: temperature 0 celsius, time 10 minute. Product: ClC=1C=C(C(=NC1C)N)S(=O)(=O)C (5-Chloro-6-methyl-3-(methylsulfonyl)pyridin-2-amine). Yield: 47.0%. RXN SMILES: [Cl:1][C:2]1[CH:3]=[C:4](SC)[C:5]([NH2:9])=[N:6][C:7]=1[CH3:8].O[O:13][S:14]([O-:16])=O.[K+].S([O-])(O)=O.[C:22](=O)(O)[O-].[Na+]>CO.O>[Cl:1][C:2]1[CH:3]=[C:4]([S:14]([CH3:22])(=[O:16])=[O:13])[C:5]([NH2:9])=[N:6][C:7]=1[CH3:8] |f:1.2,4.5|. Procedure details: 5-Chloro-6-methyl-3-methylsulfanyl-pyridin-2-ylamine (160 mg, 848 μmol, Eq: 1.00) and oxone (1.56 g, 2.54 mmol, Eq: 3) were combined in methanol (15 ml) to give an off-white suspension. The mixture was cooled to 0° C., and water (30 ml) was added dropwise, followed by 39% hydrogen sulfite (1.5 ml) and saturated sodium bicarbonate solution (6 ml). The mixture was stirred for 10 min and then extracted with ethyl acetate. The combined organic layers were dried over sodium sulfate and concentrated t... Reactants: O=C([O-])[O-], CCI, [Cu], [K+], [K+], CN(C)C=O, CCOC(=O)CCc1ccc(O)c(-c2cc(CCC(=O)OCC)ccc2O)c1. The product is CCOC(=O)CCc1ccc(O)c(-c2cc(CCC(=O)OCC)ccc2OCC)c1. Reaction SMILES: [C:32](=[O:33])([O-:34])[O-:35].[CH2:29]([CH3:30])[I:31].[Cu:38].[K+:36].[K+:37].[O:39]=[CH:40][N:41]([CH3:42])[CH3:43].[OH:1][c:2]1[c:3](-[c:15]2[c:16]([OH:28])[cH:17][cH:18][c:19]([CH2:21][CH2:22][C:23](=[O:24])[O:25][CH2:26][CH3:27])[cH:20]2)[cH:4][c:5]([CH2:8][CH2:9][C:10](=[O:11])[O:12][CH2:13][CH3:14])[cH:6][cH:7]1>>[O:1]([c:2]1[c:3](-[c:15]2[c:16]([OH:28])[cH:17][cH:18][c:19]([CH2:21][CH2:22][C:23](=[O:24])[O:25][CH2:26][CH3:27])[cH:20]2)[cH:4][c:5]([CH2:8][CH2:9][C:10](=[O:11])[O:12][CH2:13][CH3:14])[cH:6][cH:7]1)[CH2:29][CH3:30]. The reactants are COC1=CC=C(C=C1)CCN (2-(4-methoxyphenyl)ethylamine), O=C1N(C2=CC=CC=C2C12C1=C(OC2)C=C2OCCC2=C1)CC=1C=C(C(=O)O)C=CC1 (3-[(2′-oxo-5,6-dihydrospiro[benzo[1,2-b:5,4-b′]difuran-3,3′-indol]-1′(2′H)-yl)methyl]benzoic acid), C1(CCCCC1)CN (cyclohexanemethylamine), O=C1N(C2=CC=CC=C2C12C1=C(OC2)C=C2OCCC2=C1)CC1=C(C(=O)O)C=CC=C1 (2-[(2′-oxo-5,6-dihydrospiro[benzo[1,2-b:5,4-b′]difuran-3,3′-indol]-1′(2′H)-yl)methyl]benzoic acid). Yields the product COC1=CC=C(C=C1)CCNC(C1=C(C=CC=C1)CN1C(C2(C3=CC=CC=C13)C1=C(OC2)C=C2OCCC2=C1)=O)=O (N-[2-(4-methoxyphenyl)ethyl]-2-[(2′-oxo-5,6-dihydrospiro[benzo[1,2-b:5,4-b′]difuran-3,3′-indol]-1′(2′H)-yl)methyl]benzamide). Reaction SMILES: [CH3:1][O:2][C:3]1[CH:8]=[CH:7][C:6]([CH2:9][CH2:10][NH2:11])=[CH:5][CH:4]=1.C1(CN)CCCCC1.[O:20]=[C:21]1[C:29]2([CH2:33][O:32][C:31]3[CH:34]=[C:35]4[C:39](=[CH:40][C:30]2=3)[CH2:38][CH2:37][O:36]4)[C:28]2[C:23](=[CH:24][CH:25]=[CH:26][CH:27]=2)[N:22]1[CH2:41][C:42]1[CH:50]=[CH:49][CH:48]=[CH:47][C:43]=1[C:44](O)=[O:45].O=C1C2(COC3C=C4C(=CC2=3)CCO4)C2C(=CC=CC=2)N1CC1C=C(C=CC=1)C(O)=O>>[CH3:1][O:2][C:3]1[CH:8]=[CH:7][C:6]([CH2:9][CH2:10][NH:11][C:44](=[O:45])[C:43]2[CH:47]=[CH:48][CH:49]=[CH:50][C:42]=2[CH2:41][N:22]2[C:23]3[C:28](=[CH:27][CH:26]=[CH:25][CH:24]=3)[C:29]3([CH2:33][O:32][C:31]4[CH:34]=[C:35]5[C:39](=[CH:40][C:30]3=4)[CH2:38][CH2:37][O:36]5)[C:21]2=[O:20])=[CH:5][CH:4]=1. Procedure details: Following the procedure as described in EXAMPLE 12 and making non-critical variations using 2-(4-methoxyphenyl)ethylamine to replace cyclohexanemethylamine, and 2-[(2′-oxo-5,6-dihydrospiro[benzo[1,2-b:5,4-b′]difuran-3,3′-indol]-1′(2′H)-yl)methyl]benzoic acid to replace 3-[(2′-oxo-5,6-dihydrospiro[benzo[1,2-b:5,4-b′]difuran-3,3′-indol]-1′(2′H)-yl)methyl]benzoic acid, N-[2-(4-methoxyphenyl)ethyl]-2-[(2′-oxo-5,6-dihydrospiro[benzo[1,2-b:5,4-b′]difuran-3,3′-indol]-1′(2′H)-yl)methyl]benzamide was obt...